Dataset: the Open Reaction Database (ORD), a public repository of structured organic reaction records. Task: describe an organic reaction: reactants, conditions, products, and yield The reactants are COc1cccc(OCCCCl)c1, O=C1c2cc3c(cc2CCN1CC1CCCNC1)OCO3. Yields the product Cl, COc1cccc(OCCCN2CCCC(CN3CCc4cc5c(cc4C3=O)OCO5)C2)c1. RXN SMILES: [Cl:22][CH2:23][CH2:24][CH2:25][O:26][c:27]1[cH:28][c:29]([O:33][CH3:34])[cH:30][cH:31][cH:32]1.[NH:1]1[CH2:2][CH:3]([CH2:7][N:8]2[C:9](=[O:21])[c:10]3[cH:11][c:12]4[c:13]([cH:14][c:15]3[CH2:16][CH2:17]2)[O:18][CH2:19][O:20]4)[CH2:4][CH2:5][CH2:6]1>>[ClH:22].[N:1]1([CH2:23][CH2:24][CH2:25][O:26][c:27]2[cH:28][c:29]([O:33][CH3:34])[cH:30][cH:31][cH:32]2)[CH2:2][CH:3]([CH2:7][N:8]2[C:9](=[O:21])[c:10]3[cH:11][c:12]4[c:13]([cH:14][c:15]3[CH2:16][CH2:17]2)[O:18][CH2:19][O:20]4)[CH2:4][CH2:5][CH2:6]1. Starting materials: C(C)C=1N(C2=CC=CC(=C2C1CC(=O)N)O)CC1=CC=CC=C1 (2-Ethyl-4-hydroxy-1-(phenylmethyl)-1H-indole-3-acetamide), [H-].[Na+] (NaH), BrCC(=O)OC (methyl 2-bromoacetate). Solvent: hexanes, CN(C)C=O (DMF), O (water). Reaction conditions: time 1.5 hour. The product is COC(COC1=C2C(=CN(C2=CC=C1)CC1=CC=CC=C1)CC(=O)N)=O (2-[[3-(2-amino-2-oxoethyl)-1-(phenylmethyl)-1H-indol-4-yl]oxy]acetic acid methyl ester). Yield: 21.9%. RXN SMILES: C([C:3]1[N:4]([CH2:17][C:18]2[CH:23]=[CH:22][CH:21]=[CH:20][CH:19]=2)[C:5]2[C:10]([C:11]=1[CH2:12][C:13]([NH2:15])=[O:14])=[C:9]([OH:16])[CH:8]=[CH:7][CH:6]=2)C.[H-].[Na+].Br[CH2:27][C:28]([O:30][CH3:31])=[O:29]>CN(C=O)C.O>[CH3:31][O:30][C:28](=[O:29])[CH2:27][O:16][C:9]1[CH:8]=[CH:7][CH:6]=[C:5]2[C:10]=1[C:11]([CH2:12][C:13]([NH2:15])=[O:14])=[CH:3][N:4]2[CH2:17][C:18]1[CH:23]=[CH:22][CH:21]=[CH:20][CH:19]=1 |f:1.2|. Procedure: 2-Ethyl-4-hydroxy-1-(phenylmethyl)-1H-indole-3-acetamide (135 mg, 0.44 mmol) was added to 17.6 mg (0.44 mmol) of NaH/mineral oil (washed with hexanes) in 5 mL of DMF, stirred 1.5 hours, 0.04 mL (0.44 mmol) of methyl 2-bromoacetate added and stirring maintained for 3 hours. The mixture was diluted with water, extracted with ethyl acetate. The ethyl acetate was washed with brine, dried (MgSO4) and concentrated. The residue was chromatographed on silica gel eluting with 2% MeOH/ethyl acetate to giv... Reactants: C(C)(C)(C)OC(NCCCCCCN1C(C2=CC=CC(=C2C1=O)NC(=O)C=1SC(=CC1)Cl)=O)=O (tert-butyl-6-(4-{[(5-chloro-2-thienyl)carbonyl]amino}-1,3-dioxo-1,3-dihydro-2H-isoindol-2-yl)hexylcarbamate), FC(C(=O)O)(F)F (trifluoroacetic acid). Yields the product FC(C(=O)O)(F)F.NCCCCCCN1C(C2=CC=CC(=C2C1=O)NC(=O)C=1SC(=CC1)Cl)=O (N-[2-(6-Aminohexyl)-1,3-dioxo-2,3-dihydro-1H-isoindol-4-yl]-5-chloro-2-thiophenecarboxamide trifluoroacetate). RXN SMILES: C(OC(=O)[NH:7][CH2:8][CH2:9][CH2:10][CH2:11][CH2:12][CH2:13][N:14]1[C:22](=[O:23])[C:21]2[C:16](=[CH:17][CH:18]=[CH:19][C:20]=2[NH:24][C:25]([C:27]2[S:28][C:29]([Cl:32])=[CH:30][CH:31]=2)=[O:26])[C:15]1=[O:33])(C)(C)C.[F:35][C:36]([F:41])([F:40])[C:37]([OH:39])=[O:38]>>[F:35][C:36]([F:41])([F:40])[C:37]([OH:39])=[O:38].[NH2:7][CH2:8][CH2:9][CH2:10][CH2:11][CH2:12][CH2:13][N:14]1[C:22](=[O:23])[C:21]2[C:16](=[CH:17][CH:18]=[CH:19][C:20]=2[NH:24][C:25]([C:27]2[S:28][C:29]([Cl:32])=[CH:30][CH:31]=2)=[O:26])[C:15]1=[O:33] |f:2.3|. Reported procedure: was obtained analogously by reacting tert-butyl-6-(4-{[(5-chloro-2-thienyl)carbonyl]amino}-1,3-dioxo-1,3-dihydro-2H-isoindol-2-yl)hexylcarbamate with trifluoroacetic acid. Starting materials: [Li]CCCC (n-BuLi), ClC1=C(C(=NC2=CC=C(C=C12)C(O)C1=CN=C(N1C)C)OC)CC=1C=NC(=CC1)C(F)(F)F ((4-Chloro-2-methoxy-3-((6-(trifluoromethyl)pyridin-3-yl)methyl)quinolin-6-yl)(1,2-dimethyl-1H-imidazol-5-yl)methanol), ClC1=C(C(=NC2=CC=C(C=C12)C(O)C1=CN=C(N1C)C)OC)CC=1C=NC(=CC1)C(F)(F)F ((4-Chloro-2-methoxy-3-((6-(trifluoromethyl)pyridin-3-yl)methyl)quinolin-6-yl)(1,2-dimethyl-1H-imidazol-5-yl)methanol), CC1=NC(=CC=C1C(=O)C1=CN=NN1C)C ((2,6-dimethylpyridin-3-yl)(1-methyl-1H-1,2,3-triazol-5-yl)methanone), CC1=NC(=CC=C1C(=O)C1=CN=NN1C)C ((2,6-dimethylpyridin-3-yl)(1-methyl-1H-1,2,3-triazol-5-yl)methanone). Run in C1CCOC1 (THF), C1CCOC1 (THF). Conditions: time 1.5 minute. Yields the product ClC1=C(C(=NC2=CC=C(C=C12)C(O)(C1=CN=NN1C)C=1C(=NC(=CC1)C)C)OC)CC=1C=NC(=CC1)C(F)(F)F ((4-Chloro-2-methoxy-3-((6-(trifluoromethyl)pyridin-3-yl)methyl)quinolin-6-yl)(2,6-dimethylpyridin-3-yl)(1-methyl-1H-1,2,3-triazol-5-yl)methanol). RXN SMILES: [Li]CCCC.[Cl:6][C:7]1[C:16]2[C:11](=[CH:12][CH:13]=[C:14](C(C3N(C)C(C)=NC=3)O)[CH:15]=2)[N:10]=[C:9]([O:26][CH3:27])[C:8]=1[CH2:28][C:29]1[CH:30]=[N:31][C:32]([C:35]([F:38])([F:37])[F:36])=[CH:33][CH:34]=1.[CH3:39][C:40]1[C:45]([C:46]([C:48]2[N:52]([CH3:53])[N:51]=[N:50][CH:49]=2)=[O:47])=[CH:44][CH:43]=[C:42]([CH3:54])[N:41]=1>C1COCC1>[Cl:6][C:7]1[C:16]2[C:11](=[CH:12][CH:13]=[C:14]([C:46]([C:45]3[C:40]([CH3:39])=[N:41][C:42]([CH3:54])=[CH:43][CH:44]=3)([C:48]3[N:52]([CH3:53])[N:51]=[N:50][CH:49]=3)[OH:47])[CH:15]=2)[N:10]=[C:9]([O:26][CH3:27])[C:8]=1[CH2:28][C:29]1[CH:30]=[N:31][C:32]([C:35]([F:36])([F:38])[F:37])=[CH:33][CH:34]=1. Procedure: A solution of n-BuLi (2.5 M in hexanes, 0.68 mL, 1.7 mmol) was added dropwise by syringe to a solution of 6-bromo-4-chloro-2-methoxy-3-((6-(trifluoromethyl)pyridin-3-yl)methyl)quinoline (0.404 g, 0.936 mmol, Intermediate 45: step d) in dry THF (17 mL) in a dry ice-acetone bath. After 1-2 minutes, a solution of (2,6-dimethylpyridin-3-yl)(1-methyl-1H-1,2,3-triazol-5-yl)methanone (0.346 g, 1.601 mmol, Intermediate 19: step b) in dry THF (8 mL) was added dropwise. The reaction was stirred for 10 min... Starting materials: BrC1=NC(=CC(=C1)C)C (2-bromo-4,6-dimethylpyridine), C(=C)C1=NN(C2=CC(=CC=C12)[N+](=O)[O-])C1OCCCC1 (3-vinyl-6-nitro-1-(tetrahydro -pyran-2-yl)-1H-indazole), C1(=C(C=CC=C1)P(C1=C(C=CC=C1)C)C1=C(C=CC=C1)C)C (tri-ortho-tolylphosphine), C(C)(C)N(CC)C(C)C (diisopropylethylamine). Reagents/catalysts: C(C)(=O)[O-].[Pd+2].C(C)(=O)[O-] (palladium acetate). Run in CN(C)C=O (DMF). Conditions: temperature 110 celsius. Yields the product CC1=CC(=NC(=C1)C)C=CC1=NN(C2=CC(=CC=C12)[N+](=O)[O-])C1OCCCC1 (3-[2-(4,6-Dimethyl-pyridin-2-yl)-vinyl]-6-nitro-1-(tetrahydro-pyran-2-yl)-1H-indazole). Isolated yield 68.0%. RXN SMILES: Br[C:2]1[CH:7]=[C:6]([CH3:8])[CH:5]=[C:4]([CH3:9])[N:3]=1.[CH:10]([C:12]1[C:20]2[C:15](=[CH:16][C:17]([N+:21]([O-:23])=[O:22])=[CH:18][CH:19]=2)[N:14]([CH:24]2[CH2:29][CH2:28][CH2:27][CH2:26][O:25]2)[N:13]=1)=[CH2:11].C1(C)C=CC=CC=1P(C1C=CC=CC=1C)C1C=CC=CC=1C.C(N(C(C)C)CC)(C)C>CN(C=O)C.C([O-])(=O)C.[Pd+2].C([O-])(=O)C>[CH3:8][C:6]1[CH:5]=[C:4]([CH3:9])[N:3]=[C:2]([CH:11]=[CH:10][C:12]2[C:20]3[C:15](=[CH:16][C:17]([N+:21]([O-:23])=[O:22])=[CH:18][CH:19]=3)[N:14]([CH:24]3[CH2:29][CH2:28][CH2:27][CH2:26][O:25]3)[N:13]=2)[CH:7]=1 |f:5.6.7|. Reported procedure: A suspension of 2-bromo-4,6-dimethylpyridine (2.42 g, 13 mmol), 3-vinyl-6-nitro-1-(tetrahydro -pyran-2-yl)-1H-indazole (2.37 g, 8.67 mmol), palladium acetate (0.145 g, 0.65 mmol), tri-ortho-tolylphosphine (0.791 g, 2.6 mmol), and diisopropylethylamine (2.4 mL, 13.8 mmol) in aqueous DMF (85%, 34.5 mL) was degassed with Argon bubbling for 5 minutes followed by sonication for 5 minutes before heating in microwave apparatus (300 watts, 10% power) at 110° C. for 40 minutes. After cooling, the mixture... The reactants are CCOC(=O)C=Cc1ccc(I)cc1, CO, [Li+], C1CCOC1, [OH-], O, O. The product is O=C(O)C=Cc1ccc(I)cc1. As a reaction SMILES: [CH2:1]([CH3:2])[O:3][C:4]([CH:5]=[CH:6][c:7]1[cH:8][cH:9][c:10]([I:13])[cH:11][cH:12]1)=[O:14].[CH3:18][OH:19].[Li+:17].[O:20]1[CH2:21][CH2:22][CH2:23][CH2:24]1.[OH-:16].[OH2:15].[OH2:25]>>[O:3]=[C:4]([CH:5]=[CH:6][c:7]1[cH:8][cH:9][c:10]([I:13])[cH:11][cH:12]1)[OH:14].